From a dataset of the Open Reaction Database (ORD), a public repository of structured organic reaction records. describe an organic reaction: reactants, conditions, products, and yield Reactants: CS(C)=O, CC(O)C1(c2cc(F)ccc2F)CO1, [H-], [Na+], O=C(O)C(=O)O, c1nc[nH]n1. Yields the product CC(O)C(O)(Cn1cncn1)c1cc(F)ccc1F. RXN SMILES: [CH3:28][S:29]([CH3:30])=[O:31].[F:8][c:9]1[c:10]([C:16]2([CH:19]([CH3:20])[OH:21])[O:17][CH2:18]2)[cH:11][c:12]([F:15])[cH:13][cH:14]1.[H-:6].[Na+:7].[OH:22][C:23]([C:24](=[O:25])[OH:26])=[O:27].[nH:1]1[n:2][cH:3][n:4][cH:5]1>>[n:1]1([CH2:18][C:16]([c:10]2[c:9]([F:8])[cH:14][cH:13][c:12]([F:15])[cH:11]2)([OH:17])[CH:19]([CH3:20])[OH:21])[n:2][cH:3][n:4][cH:5]1. The reactants are C(C)OC1=NC=C(C=C1C=1NC(C=2C(N1)=C(N(N2)CC2=NC=CC=C2)CC)=O)S(=O)(=O)N2CCN(CC2)CC (5-[2-Ethoxy-5-(4-ethylpiperazin-1-ylsulphonyl)pyridin-3-yl]-3-ethyl-2-(pyridin-2-yl)methyl-2,6-dihydro-7H-pyrazolo[4,3-d]pyrimidin-7-one), C[Si](C)(C)[N-][Si](C)(C)C.[K+] (potassium bis(trimethylsilyl)amide), C(CC)S (n-propanethiol). Run at temperature 110 celsius. Product: C(C)C=1N(N=C2C1N=C(NC2=O)C=2C(=NC=C(C2)S(=O)(=O)N2CCN(CC2)CC)OC)CC2=NC=CC=C2 (3-Ethyl-5-[5-(4-ethylpiperazin-1-ylsulphonyl]-2-methoxypyridin-3-yl]-2-(pyridin-2-yl)methyl-2,6-dihydro-7H-pyrazolo[4,3-d]pyrimidin-7-one). Isolated yield 50.1%. RXN SMILES: [CH2:1]([O:3][C:4]1[C:9]([C:10]2[NH:11][C:12](=[O:28])[C:13]3[C:14](=[C:16]([CH2:26][CH3:27])[N:17]([CH2:19][C:20]4[CH:25]=[CH:24][CH:23]=[CH:22][N:21]=4)[N:18]=3)[N:15]=2)=[CH:8][C:7]([S:29]([N:32]2[CH2:37][CH2:36][N:35]([CH2:38][CH3:39])[CH2:34][CH2:33]2)(=[O:31])=[O:30])=[CH:6][N:5]=1)C.C[Si]([N-][Si](C)(C)C)(C)C.[K+].C(S)CC>>[CH2:26]([C:16]1[N:17]([CH2:19][C:20]2[CH:25]=[CH:24][CH:23]=[CH:22][N:21]=2)[N:18]=[C:13]2[C:12](=[O:28])[NH:11][C:10]([C:9]3[C:4]([O:3][CH3:1])=[N:5][CH:6]=[C:7]([S:29]([N:32]4[CH2:37][CH2:36][N:35]([CH2:38][CH3:39])[CH2:34][CH2:33]4)(=[O:31])=[O:30])[CH:8]=3)=[N:15][C:14]=12)[CH3:27] |f:1.2|. Procedure details: A stirred mixture of the title compound of Example 1 (350 mg, 0.63 mmol), potassium bis(trimethylsilyl)amide (630 mg, 3.15 mmol) and n-propanethiol (5 ml) was heated in a sealed vessel at 110° C. for 48 hours, then allowed to cool and evaporated under reduced pressure, The residue was azeotroped with dichloromethane:methanol (95:5), then partitioned between water (10 ml) and dichloromethane (15 ml). The phases were separated, the aqueous phase extracted with dichloromethane (2×15 ml) and the com... Starting materials: COC(=O)C(Cc1ccc(CCOc2ccc(OS(C)(=O)=O)cc2)cc1)SCCc1ccc(OCc2ccccc2)cc1, CSC, O. Product: COC(=O)C(Cc1ccc(CCOc2ccc(OS(C)(=O)=O)cc2)cc1)SCCc1ccc(O)cc1. RXN SMILES: [CH2:1]([c:2]1[cH:3][cH:4][cH:5][cH:6][cH:7]1)[O:8][c:9]1[cH:10][cH:11][c:12]([CH2:15][CH2:16][S:17][CH:18]([C:19](=[O:20])[O:21][CH3:22])[CH2:23][c:24]2[cH:25][cH:26][c:27]([CH2:30][CH2:31][O:32][c:33]3[cH:34][cH:35][c:36]([O:39][S:40](=[O:41])(=[O:42])[CH3:43])[cH:37][cH:38]3)[cH:28][cH:29]2)[cH:13][cH:14]1.[CH3:44][S:45][CH3:46].[OH2:47]>>[OH:8][c:9]1[cH:10][cH:11][c:12]([CH2:15][CH2:16][S:17][CH:18]([C:19](=[O:20])[O:21][CH3:22])[CH2:23][c:24]2[cH:25][cH:26][c:27]([CH2:30][CH2:31][O:32][c:33]3[cH:34][cH:35][c:36]([O:39][S:40](=[O:41])(=[O:42])[CH3:43])[cH:37][cH:38]3)[cH:28][cH:29]2)[cH:13][cH:14]1.